From a dataset of the Open Reaction Database (ORD), a public repository of structured organic reaction records. describe an organic reaction: reactants, conditions, products, and yield Reactants: ClC1=C(C=C(C(=C1)Cl)Cl)OC(CNC(=O)OC(C)(C)C)=O (N-t-butoxycarbonylglycine 2,4,5-trichlorophenyl ester), C(C1=CC=CC=C1)OC([C@@H](N)C)=O (L-alanine benzyl ester). Solvent: C(Cl)Cl (methylene chloride). Conditions: time 8 hour. The product is Cl.C(C1=CC=CC=C1)OC([C@@H](NC(CN)=O)C)=O (glycyl-L-alanine benzyl ester hydrochloride). Reaction SMILES: [Cl:1]C1C=C(Cl)C(Cl)=CC=1[O:10][C:11](=O)[CH2:12][NH:13]C(OC(C)(C)C)=O.[CH2:22]([O:29][C:30](=[O:34])[C@H:31]([CH3:33])[NH2:32])[C:23]1[CH:28]=[CH:27][CH:26]=[CH:25][CH:24]=1>C(Cl)Cl>[ClH:1].[CH2:22]([O:29][C:30](=[O:34])[C@H:31]([CH3:33])[NH:32][C:11](=[O:10])[CH2:12][NH2:13])[C:23]1[CH:28]=[CH:27][CH:26]=[CH:25][CH:24]=1 |f:3.4|. Procedure: A solution containing 19.5 parts N-t-butoxycarbonylglycine 2,4,5-trichlorophenyl ester and 13.8 parts L-alanine benzyl ester in 200 parts methylene chloride is stirred overnight at room temperature. The solvent is then removed by evaporation under reduced pressure and the residue subjected to low pressure column chromatography. The resulting pure N-t-butoxycarbonylglycyl-L-alanine benzyl ester is dissolved in 60 parts dioxane and treated with a ten-fold excess of 2 N HCl in dioxane, with stirrin... Reaction SMILES: [CH3:1][O:2][C:3]1[CH:8]=[CH:7][CH:6]=[CH:5][C:4]=1[CH:9]1[CH2:14][CH2:13][CH2:12][CH2:11][CH:10]1[CH2:15][C:16]([OH:18])=O.C(Cl)(=O)C(Cl)=O.ClCCl.CN(C=O)C>Cl[Ti](Cl)(Cl)Cl.C(OCC)(=O)C>[CH3:1][O:2][C:3]1[CH:8]=[CH:7][CH:6]=[C:5]2[C:4]=1[CH:9]1[CH:10]([CH2:15][C:16]2=[O:18])[CH2:11][CH2:12][CH2:13][CH2:14]1. The reagents and catalysts are Cl[Ti](Cl)(Cl)Cl (TiCl4). Reactants: COC1=C(C=CC=C1)C1C(CCCC1)CC(=O)O ([2-(2-methoxy-phenyl)-cyclohexyl]-acetic acid), CN(C)C=O (DMF), C(C(=O)Cl)(=O)Cl (oxalyl chloride), ClCCl (dichloromethane). The solvent is C(C)(=O)OCC (ethyl acetate). Reaction conditions: time 3 hour. Procedure details: Combine [2-(2-methoxy-phenyl)-cyclohexyl]-acetic acid (0.300 g, 1.21 mmol), oxalyl chloride (0.13 mL, 1.45 mmol), and dichloromethane (6.0 mL) and catalytic DMF (0.1 mL) at room temperature. After 1 hour at 0° C. added TiCl4 (0.33 mL, 3.0 mmol) and reaction gradually warmed to room temperature. After 3 hours, quenched reaction with 5N HCl and added ethyl acetate. Separate layers, wash with brine, and dry over anhydrous sodium sulfate. Concentrate and flash chromatograph using 0 to 20% ethyl acet... Product: COC1=C2C3CCCCC3CC(C2=CC=C1)=O (5-Methoxy-2,3,4,4a,10,10a-hexahydro1H-phenanthren-9-one). The yield is 71.1%. Procedure details: A slurry of 0.20 g (0.08 mole) of sodium hydride in 10 ml of tetrahydrofuran was added to a solution of 1.74 g (0.0058 mole) of 3-fluoro-1,3-dihydro-7-nitro-5-phenyl-2H-1,4-benzodiazepin-2-one and 10 ml methyl iodide in 100 ml of tetrahydrofuran at 25°. The reaction mixture was stirred for 3 hr at 25°, and then poured into 300 ml of ice water. The aqueous mixture was extracted with methylene chloride, and the extracts were dried (MgSO4) and then evaporated to dryness under reduced pressure. The ... Yield: 60.0%. Reaction conditions: time 3 hour. As a reaction SMILES: [H-].[Na+].[F:3][CH:4]1[N:10]=[C:9]([C:11]2[CH:16]=[CH:15][CH:14]=[CH:13][CH:12]=2)[C:8]2[CH:17]=[C:18]([N+:21]([O-:23])=[O:22])[CH:19]=[CH:20][C:7]=2[NH:6][C:5]1=[O:24].[CH3:25]I>O1CCCC1>[F:3][CH:4]1[N:10]=[C:9]([C:11]2[CH:12]=[CH:13][CH:14]=[CH:15][CH:16]=2)[C:8]2[CH:17]=[C:18]([N+:21]([O-:23])=[O:22])[CH:19]=[CH:20][C:7]=2[N:6]([CH3:25])[C:5]1=[O:24] |f:0.1|. The reactants are ice water, [H-].[Na+] (sodium hydride), FC1C(NC2=C(C(=N1)C1=CC=CC=C1)C=C(C=C2)[N+](=O)[O-])=O (3-fluoro-1,3-dihydro-7-nitro-5-phenyl-2H-1,4-benzodiazepin-2-one), CI (methyl iodide). Solvent: O1CCCC1 (tetrahydrofuran), O1CCCC1 (tetrahydrofuran). Product: FC1C(N(C2=C(C(=N1)C1=CC=CC=C1)C=C(C=C2)[N+](=O)[O-])C)=O (3-fluoro-1,3-dihydro-1-methyl-7-nitro-5-phenyl-2H-1,4-benzodiazepin-2-one). Starting materials: CO, ClC(Cl)Cl, Cl, N#Cc1ccc(N2C(=N)C3(CCSCC3)NC2=O)cc1C(F)(F)F. Product: N#Cc1ccc(N2C(=O)NC3(CCSCC3)C2=O)cc1C(F)(F)F. RXN SMILES: [CH3:25][OH:26].[CH:28]([Cl:29])([Cl:30])[Cl:31].[ClH:27].[NH:1]=[C:2]1[N:3]([c:13]2[cH:14][c:15]([C:21]([F:22])([F:23])[F:24])[c:16]([C:17]#[N:18])[cH:19][cH:20]2)[C:4](=[O:12])[NH:5][C:6]12[CH2:7][CH2:8][S:9][CH2:10][CH2:11]2>>[C:2]1(=[O:26])[N:3]([c:13]2[cH:14][c:15]([C:21]([F:22])([F:23])[F:24])[c:16]([C:17]#[N:18])[cH:19][cH:20]2)[C:4](=[O:12])[NH:5][C:6]12[CH2:7][CH2:8][S:9][CH2:10][CH2:11]2.